This data is from the Open Reaction Database (ORD), a public repository of structured organic reaction records. The task is: describe an organic reaction: reactants, conditions, products, and yield The reactants are FC(C(=O)O)(F)F (trifluoroacetic acid), FC=1C(=C(C=CC1)NC(OC(C)(C)C)=O)CC(C)=O (tert-butyl [3-fluoro-2-(2-oxopropyl)phenyl]carbamate), C(O)([O-])=O.[Na+] (sodium hydrogen carbonate). The solvent is ClCCl (dichloromethane), ClCCl (dichloromethane). Conditions: time 24 hour. Product: FC1=C2C=C(NC2=CC=C1)C (4-fluoro-2-methylindole). Isolated yield 97.3%. RXN SMILES: FC(F)(F)C(O)=O.[F:8][C:9]1[C:10]([CH2:23][C:24](=O)[CH3:25])=[C:11]([NH:15]C(=O)OC(C)(C)C)[CH:12]=[CH:13][CH:14]=1.C(=O)([O-])O.[Na+]>ClCCl>[F:8][C:9]1[CH:14]=[CH:13][CH:12]=[C:11]2[C:10]=1[CH:23]=[C:24]([CH3:25])[NH:15]2 |f:2.3|. Procedure: 1.43 ml of trifluoroacetic acid are added to a solution of 0.35 g of tert-butyl [3-fluoro-2-(2-oxopropyl)phenyl]carbamate in 13 ml of anhydrous dichloromethane at ambient temperature. The reaction mixture is then stirred at ambient temperature for 24 h, and is then diluted with 27 ml of dichloromethane and treated with 25 ml of a 5% sodium hydrogen carbonate solution. After stirring at ambient temperature for 1 hour and then settling out, the organic phase is separated and the aqueous phase is e...